From a dataset of the Open Reaction Database (ORD), a public repository of structured organic reaction records. describe an organic reaction: reactants, conditions, products, and yield Reactants: OC([C@H](C1=CC=CC=C1)NC(=O)N)C (1-((1S)-2-hydroxy-1-phenylpropyl)urea), ( mm ), C(C)O (Ethanol). Solvent: C(=O)=O (CO2). Product: O[C@@H]([C@H](C1=CC=CC=C1)NC(=O)N)C (1-((1S,2R)-2-hydroxy-1-phenylpropyl)urea). As a reaction SMILES: [OH:1][CH:2]([CH3:14])[C@@H:3]([NH:10][C:11]([NH2:13])=[O:12])[C:4]1[CH:9]=[CH:8][CH:7]=[CH:6][CH:5]=1.C(O)C>C(=O)=O>[OH:1][C@H:2]([CH3:14])[C@@H:3]([NH:10][C:11]([NH2:13])=[O:12])[C:4]1[CH:9]=[CH:8][CH:7]=[CH:6][CH:5]=1. Reported procedure: The enantiomers of 1-((1S)-2-hydroxy-1-phenylpropyl)urea (2.86 g, 14.72 mmol) were separated by SFC (Thar 80, Column: Phenomenex Lux-4 21×250 (mm), UV wavelength: 220 nM, mobile phase: 25:75 Ethanol+0.25% dimethyl ethyl amine in CO2(l), flow rate: 70 mL/min, Run Time: 7.1 min). The fractions were collected and the solvent evaporated in vacuo to afford 1-((1S,2R)-2-hydroxy-1-phenylpropyl)urea (Intermediate 23B). MS: [M+H]+ m/z 195. Starting materials: C(C(=C)C)(=O)OC (methyl methacrylate), S(=O)(=O)(OCCCCCCCCCCCC)[O-].[Na+] (sodium dodecyl sulphate), methacryloyloxy-2-ethyl-linoleic ester, C(C=C)(=O)OCCCC (butyl acrylate), C(C(=C)C)(=O)O (methacrylic acid). The product is methacryloyloxy-2-ethyl-linoleic ester, C(CCCCCCC\C=C/C\C=C/CCCCC)(=O)O (linoleic acid), C(C(=C)C)(=O)OCCO (hydroxyethyl methacrylate). RXN SMILES: [C:1](O[CH2:6][CH2:7][CH2:8][CH3:9])(=[O:4])[CH:2]=C.[C:10]([O:15]C)(=[O:14])[C:11](C)=[CH2:12].[C:17]([OH:22])(=[O:21])[C:18]([CH3:20])=[CH2:19].S([O-])(O[CH2:27][CH2:28][CH2:29][CH2:30][CH2:31][CH2:32][CH2:33][CH2:34][CH2:35][CH2:36][CH2:37]C)(=O)=O.[Na+]>>[C:10]([OH:15])(=[O:14])[CH2:11][CH2:12][CH2:37][CH2:36][CH2:35][CH2:34][CH2:33]/[CH:32]=[CH:31]\[CH2:30]/[CH:29]=[CH:28]\[CH2:27][CH2:6][CH2:7][CH2:8][CH3:9].[C:17]([O:22][CH2:2][CH2:1][OH:4])(=[O:21])[C:18]([CH3:20])=[CH2:19] |f:3.4|. Reported procedure: Inventive Example 1 was essentially repeated, the dispersion being prepared via a miniemulsion process. For this purpose, 400 g of butyl acrylate, 390 g of methyl methacrylate, 200 g of methacryloyloxy-2-ethyl-linoleic ester and 10 g of methacrylic acid were emulsified with 20 g of sodium dodecyl sulphate. The methacryloyloxy-2-ethyl-linoleic ester was obtained by reaction of linoleic acid with hydroxyethyl methacrylate. As a hydrophobic agent, 4% of hexadecane were added additionally. The polym... Starting materials: CC(=O)c1c(C)oc(-c2ccncc2)c1C, CCO, Cl, NO, c1ccncc1. Product: CC(=NO)c1c(C)oc(-c2ccncc2)c1C. As a reaction SMILES: [C:1]([CH3:2])(=[O:3])[c:4]1[c:5]([CH3:16])[o:6][c:7](-[c:10]2[cH:11][cH:12][n:13][cH:14][cH:15]2)[c:8]1[CH3:9].[CH3:20][CH2:21][OH:22].[ClH:17].[NH2:18][OH:19].[cH:23]1[cH:24][cH:25][n:26][cH:27][cH:28]1>>[C:1]([CH3:2])([c:4]1[c:5]([CH3:16])[o:6][c:7](-[c:10]2[cH:11][cH:12][n:13][cH:14][cH:15]2)[c:8]1[CH3:9])=[N:18][OH:19]. Reactants: BrB(Br)Br, CC#N, ClCCl, CCOCc1nc2c(N)nc3ccccc3c2n1CCCCNS(C)(=O)=O. Yields the product CS(=O)(=O)NCCCCn1c(CO)nc2c(N)nc3ccccc3c21. Reaction SMILES: [B:1]([Br:2])([Br:3])[Br:4].[CH3:32][C:33]#[N:34].[Cl:35][CH2:36][Cl:37].[NH2:5][c:6]1[n:7][c:8]2[cH:9][cH:10][cH:11][cH:12][c:13]2[c:14]2[c:15]1[n:16][c:17]([CH2:28][O:29][CH2:30][CH3:31])[n:18]2[CH2:19][CH2:20][CH2:21][CH2:22][NH:23][S:24](=[O:25])(=[O:26])[CH3:27]>>[NH2:5][c:6]1[n:7][c:8]2[cH:9][cH:10][cH:11][cH:12][c:13]2[c:14]2[c:15]1[n:16][c:17]([CH2:28][OH:29])[n:18]2[CH2:19][CH2:20][CH2:21][CH2:22][NH:23][S:24](=[O:25])(=[O:26])[CH3:27]. Reactants: CN (methylamine), C(C)(C)(C)OC(=O)N1C(CCC1)C=O (2-formyl-pyrrolidine-1-carboxylic acid tert-butyl ester), [BH4-].[Na+] (sodium borohydride). Run in CO (methanol), CO (methanol). Conditions: time 72 hour. Product: C(C)(C)(C)OC(=O)N1C(CCC1)CNC (2-methylaminomethyl-pyrrolidine-1-carboxylic acid tert-butyl ester). Isolated yield 88.8%. As a reaction SMILES: [C:1]([O:5][C:6]([N:8]1[CH2:12][CH2:11][CH2:10][CH:9]1[CH:13]=O)=[O:7])([CH3:4])([CH3:3])[CH3:2].[CH3:15][NH2:16].[BH4-].[Na+]>CO>[C:1]([O:5][C:6]([N:8]1[CH2:12][CH2:11][CH2:10][CH:9]1[CH2:13][NH:16][CH3:15])=[O:7])([CH3:4])([CH3:3])[CH3:2] |f:2.3|. Reported procedure: To a suspension of 2-formyl-pyrrolidine-1-carboxylic acid tert-butyl ester (2.68 g) in methanol (30 mL) was added a solution of methylamine (0.83 g) in methanol (3 mL). The reaction mixture was stirred for 72 hours and then sodium borohydride (0.76 g) and molecular sieves were added. After stirring for 2 hours, the reaction mixture was filtered and the filtrate reduced in vacuo. The residue was re-dissolved in dichloromethane (30 mL), washed with saturated sodium bicarbonate solution (30 mL), br... The reactants are CC#N, Cl, [Na+], [OH-], O, Cc1ccc(S(=O)(=O)Cl)cc1, Cc1c[nH]c(=O)[nH]c1=O. Product: Cc1ccc(S(=O)(=O)n2cc(C)c(=O)[nH]c2=O)cc1. As a reaction SMILES: [CH3:25][C:26]#[N:27].[ClH:23].[Na+:11].[OH-:10].[OH2:24].[c:12]1([CH3:22])[cH:13][cH:14][c:15]([S:18](=[O:19])(=[O:20])[Cl:21])[cH:16][cH:17]1.[nH:1]1[c:2](=[O:3])[nH:4][c:5](=[O:6])[c:7]([CH3:8])[cH:9]1>>[n:1]1([S:18]([c:15]2[cH:14][cH:13][c:12]([CH3:22])[cH:17][cH:16]2)(=[O:19])=[O:20])[c:2](=[O:3])[nH:4][c:5](=[O:6])[c:7]([CH3:8])[cH:9]1.